From a dataset of the Open Reaction Database (ORD), a public repository of structured organic reaction records. describe an organic reaction: reactants, conditions, products, and yield Reactants: NC=1C=C(C(=O)NC2=CC=CC=C2)C=CC1OC (3-amino-4-methoxy-N-phenyl-benzamide), ClC=1C=C(C=C(C1)Cl)N=C=S (3,5-dichlorophenyl isothiocyanate). The solvent is C(C)(=O)OCC (ethyl acetate). Run at time 3 day. Product: ClC=1C=C(C=C(C1)Cl)NC(NC=1C=C(C(=O)NC2=CC=CC=C2)C=CC1OC)=S (3-[3-(3,5-Dichlorophenyl)-thioureido]-4-methoxy-N-phenyl-benzamide). Isolated yield 83.1%. RXN SMILES: [NH2:1][C:2]1[CH:3]=[C:4]([CH:14]=[CH:15][C:16]=1[O:17][CH3:18])[C:5]([NH:7][C:8]1[CH:13]=[CH:12][CH:11]=[CH:10][CH:9]=1)=[O:6].[Cl:19][C:20]1[CH:21]=[C:22]([N:27]=[C:28]=[S:29])[CH:23]=[C:24]([Cl:26])[CH:25]=1>C(OCC)(=O)C>[Cl:19][C:20]1[CH:21]=[C:22]([NH:27][C:28](=[S:29])[NH:1][C:2]2[CH:3]=[C:4]([CH:14]=[CH:15][C:16]=2[O:17][CH3:18])[C:5]([NH:7][C:8]2[CH:13]=[CH:12][CH:11]=[CH:10][CH:9]=2)=[O:6])[CH:23]=[C:24]([Cl:26])[CH:25]=1. Procedure: A mixture of 3-amino-4-methoxy-N-phenyl-benzamide (0.277 g, 1.14 mmol) and 3,5-dichlorophenyl isothiocyanate (0.238 g, 1.17 mmol) in ethyl acetate (30 mL) was warmed until a solution was obtained, then allowed to stand at room temperature for 3 days. The reaction was concentrated until a crystalline precipitate was obtained then allowed to stand overnight at room temperature. The solid was collected by filtration, rinsed with ethyl acetate/hexane, and dried to afford the product (0.423 g); m.p. ... The reactants are BrCCBr, CC(C)(C)OC(=O)N1CCc2ccc(Cl)c(SCC#N)c2CC1, C[Si](C)(C)[N-][Si](C)(C)C, Cc1ccccc1, [Na+], CN(C)C=O. Yields the product CC(C)(C)OC(=O)N1CCc2ccc(Cl)c(SC3(C#N)CC3)c2CC1. As a reaction SMILES: [Br:34][CH2:35][CH2:36][Br:37].[C:11]([CH3:12])([CH3:13])([CH3:14])[O:15][C:16](=[O:17])[N:18]1[CH2:19][CH2:20][c:21]2[c:22]([c:25]([S:30][CH2:31][C:32]#[N:33])[c:26]([Cl:29])[cH:27][cH:28]2)[CH2:23][CH2:24]1.[CH3:1][Si:2]([N-:3][Si:4]([CH3:5])([CH3:6])[CH3:7])([CH3:8])[CH3:9].[CH3:43][c:44]1[cH:45][cH:46][cH:47][cH:48][cH:49]1.[Na+:10].[O:38]=[CH:39][N:40]([CH3:41])[CH3:42]>>[C:11]([CH3:12])([CH3:13])([CH3:14])[O:15][C:16](=[O:17])[N:18]1[CH2:19][CH2:20][c:21]2[c:22]([c:25]([S:30][C:31]3([C:32]#[N:33])[CH2:35][CH2:36]3)[c:26]([Cl:29])[cH:27][cH:28]2)[CH2:23][CH2:24]1.